This data is from the Open Reaction Database (ORD), a public repository of structured organic reaction records. The task is: describe an organic reaction: reactants, conditions, products, and yield Starting materials: FC(F)(F)c1ccc(CBr)o1, O=C1c2ccccc2C(=O)N1CCCBr, Cc1noc2cc3c(cc12)C1(CO3)C(=O)Nc2ccccc21, O=C1Nc2ccccc2C12COc1cc3c(cc12)CCO3. Yields the product O=C1c2ccccc2C(=O)N1CCCN1C(=O)C2(COc3cc4c(cc32)CCO4)c2ccccc21. As a reaction SMILES: [Br:16][CH2:17][c:18]1[o:19][c:20]([C:21]([F:22])([F:23])[F:24])[cH:25][cH:26]1.[Br:1][CH2:2][CH2:3][CH2:4][N:5]1[C:6](=[O:15])[c:7]2[c:8]([cH:11][cH:12][cH:13][cH:14]2)[C:9]1=[O:10].[CH3:48][c:49]1[c:50]2[cH:51][c:52]3[c:65]([cH:66][c:67]2[o:68][n:69]1)[O:64][CH2:63][C:53]31[c:54]2[c:55]([cH:56][cH:57][cH:58][cH:59]2)[NH:60][C:61]1=[O:62].[NH:27]1[C:28](=[O:47])[C:29]2([c:30]3[c:31]([cH:34][c:35]4[c:39]([cH:40]3)[CH2:38][CH2:37][O:36]4)[O:32][CH2:33]2)[c:41]2[cH:42][cH:43][cH:44][cH:45][c:46]21>>[CH2:2]([CH2:3][CH2:4][N:5]1[C:6](=[O:15])[c:7]2[c:8]([cH:11][cH:12][cH:13][cH:14]2)[C:9]1=[O:10])[N:27]1[C:28](=[O:47])[C:29]2([c:30]3[c:31]([cH:34][c:35]4[c:39]([cH:40]3)[CH2:38][CH2:37][O:36]4)[O:32][CH2:33]2)[c:41]2[cH:42][cH:43][cH:44][cH:45][c:46]21. Starting materials: NCc1ccc(Br)s1, CCN(C(C)C)C(C)C, ClCCl, O=S(=O)(Cl)c1ccccc1Cl. Product: O=S(=O)(NCc1ccc(Br)s1)c1ccccc1Cl. RXN SMILES: [Br:1][c:2]1[cH:3][cH:4][c:5]([CH2:7][NH2:8])[s:6]1.[CH:20]([N:21]([CH2:22][CH3:23])[CH:24]([CH3:25])[CH3:26])([CH3:27])[CH3:28].[Cl:29][CH2:30][Cl:31].[Cl:9][c:10]1[c:11]([S:16](=[O:17])(=[O:18])[Cl:19])[cH:12][cH:13][cH:14][cH:15]1>>[Br:1][c:2]1[cH:3][cH:4][c:5]([CH2:7][NH:8][S:16]([c:11]2[c:10]([Cl:9])[cH:15][cH:14][cH:13][cH:12]2)(=[O:17])=[O:18])[s:6]1. Starting materials: [BH3-]C#N, C=O, CC(=O)O, CC#N, CC(OCC1(c2ccccc2)CCNCC1)c1cc(Cl)cc2cn[nH]c12, [Na+]. Product: CC(OCC1(c2ccccc2)CCN(C)CC1)c1cc(Cl)cc2cn[nH]c12. Reaction SMILES: [C:29]([BH3-:30])#[N:31].[CH2:27]=[O:28].[CH3:33][C:34](=[O:35])[OH:36].[CH3:37][C:38]#[N:39].[Cl:1][c:2]1[cH:3][c:4]2[cH:5][n:6][nH:7][c:8]2[c:9]([CH:11]([CH3:12])[O:13][CH2:14][C:15]2([c:21]3[cH:22][cH:23][cH:24][cH:25][cH:26]3)[CH2:16][CH2:17][NH:18][CH2:19][CH2:20]2)[cH:10]1.[Na+:32]>>[Cl:1][c:2]1[cH:3][c:4]2[cH:5][n:6][nH:7][c:8]2[c:9]([CH:11]([CH3:12])[O:13][CH2:14][C:15]2([c:21]3[cH:22][cH:23][cH:24][cH:25][cH:26]3)[CH2:16][CH2:17][N:18]([CH3:29])[CH2:19][CH2:20]2)[cH:10]1. Reactants: CC(C)(C)CO, Cc1ccccc1, CCOC(C)=O, O=C(Cl)c1ccc(Cl)nc1. Yields the product CC(C)(C)COC(=O)c1ccc(Cl)nc1. As a reaction SMILES: [CH3:11][C:12]([CH2:13][OH:14])([CH3:15])[CH3:16].[CH3:17][c:18]1[cH:19][cH:20][cH:21][cH:22][cH:23]1.[CH3:24][CH2:25][O:26][C:27]([CH3:28])=[O:29].[Cl:1][c:2]1[cH:3][cH:4][c:5]([C:8](=[O:9])[Cl:10])[cH:6][n:7]1>>[Cl:1][c:2]1[cH:3][cH:4][c:5]([C:8](=[O:9])[O:14][CH2:13][C:12]([CH3:11])([CH3:15])[CH3:16])[cH:6][n:7]1. Starting materials: CO, CC(C)NC1=NS(=O)(=O)c2cc([N+](=O)[O-])ccc2N1, [H][H]. The product is CC(C)NC1=NS(=O)(=O)c2cc(N)ccc2N1. Reaction SMILES: [CH3:22][OH:23].[CH:1]([CH3:2])([CH3:3])[NH:4][C:5]1=[N:6][S:7](=[O:18])(=[O:19])[c:8]2[c:9]([cH:11][cH:12][c:13]([N+:15]([O-:16])=[O:17])[cH:14]2)[NH:10]1.[H:20][H:21]>>[CH:1]([CH3:2])([CH3:3])[NH:4][C:5]1=[N:6][S:7](=[O:18])(=[O:19])[c:8]2[c:9]([cH:11][cH:12][c:13]([NH2:15])[cH:14]2)[NH:10]1. Starting materials: [Al+3], ClC(Cl)Cl, [Cl-], [Cl-], [Cl-], Cl, CC(C)=CC(=O)Nc1ccc(F)cc1, O. The product is CC1(C)CC(=O)Nc2ccc(F)cc21. RXN SMILES: [Al+3:18].[CH:21]([Cl:22])([Cl:23])[Cl:24].[Cl-:15].[Cl-:16].[Cl-:17].[ClH:20].[F:1][c:2]1[cH:3][cH:4][c:5]([NH:8][C:9]([CH:10]=[C:11]([CH3:12])[CH3:13])=[O:14])[cH:6][cH:7]1.[OH2:19]>>[F:1][c:2]1[cH:3][c:4]2[c:5]([cH:6][cH:7]1)[NH:8][C:9](=[O:14])[CH2:10][C:11]2([CH3:12])[CH3:13]. The reactants are CC(C)(C)c1ccc(N)cc1, CC(C)O, FC(F)(F)c1ccccc1-c1ccc2c(Cl)ccnc2c1. The product is CC(C)(C)c1ccc(Nc2ccnc3cc(-c4ccccc4C(F)(F)F)ccc23)cc1. As a reaction SMILES: [C:22]([CH3:23])([CH3:24])([CH3:25])[c:26]1[cH:27][cH:28][c:29]([NH2:30])[cH:31][cH:32]1.[CH3:33][CH:34]([OH:35])[CH3:36].[Cl:1][c:2]1[cH:3][cH:4][n:5][c:6]2[cH:7][c:8](-[c:12]3[c:13]([C:18]([F:19])([F:20])[F:21])[cH:14][cH:15][cH:16][cH:17]3)[cH:9][cH:10][c:11]12>>[c:2]1([NH:30][c:29]2[cH:28][cH:27][c:26]([C:22]([CH3:23])([CH3:24])[CH3:25])[cH:32][cH:31]2)[cH:3][cH:4][n:5][c:6]2[cH:7][c:8](-[c:12]3[c:13]([C:18]([F:19])([F:20])[F:21])[cH:14][cH:15][cH:16][cH:17]3)[cH:9][cH:10][c:11]12.